From a dataset of the Open Reaction Database (ORD), a public repository of structured organic reaction records. describe an organic reaction: reactants, conditions, products, and yield Reactants: O=C(O)CCCCCNC(=O)OCC1c2ccccc2-c2ccccc21, C(=NC1CCCCC1)=NC1CCCCC1, CCOC(C)=O, CC(O)C(N)CO, CN(C)C=O, O=C1CCC(=O)N1O. Product: CC(O)C(CO)NC(=O)CCCCCNC(=O)OCC1c2ccccc2-c2ccccc21. RXN SMILES: [C:1](=[O:2])([O:3][CH2:4][CH:5]1[c:6]2[cH:7][cH:8][cH:9][cH:10][c:11]2-[c:12]2[cH:13][cH:14][cH:15][cH:16][c:17]21)[NH:18][CH2:19][CH2:20][CH2:21][CH2:22][CH2:23][C:24](=[O:25])[OH:26].[CH2:35]1[CH2:36][CH2:37][CH:38]([N:39]=[C:40]=[N:41][CH:42]2[CH2:43][CH2:44][CH2:45][CH2:46][CH2:47]2)[CH2:48][CH2:49]1.[CH3:62][CH2:63][O:64][C:65](=[O:66])[CH3:67].[NH2:50][CH:51]([CH:52]([OH:53])[CH3:54])[CH2:55][OH:56].[O:57]=[CH:58][N:59]([CH3:60])[CH3:61].[OH:27][N:28]1[C:29](=[O:30])[CH2:31][CH2:32][C:33]1=[O:34]>>[C:1](=[O:2])([O:3][CH2:4][CH:5]1[c:6]2[cH:7][cH:8][cH:9][cH:10][c:11]2-[c:12]2[cH:13][cH:14][cH:15][cH:16][c:17]21)[NH:18][CH2:19][CH2:20][CH2:21][CH2:22][CH2:23][C:24](=[O:26])[NH:50][CH:51]([CH:52]([OH:53])[CH3:54])[CH2:55][OH:56]. The reactants are ClC=1C=C(C=NC1NC)OC1=C(C(=O)OC)C=CC(=C1)N1CCN(CC1)CC1=C(CC(CC1)(C)C)C1=CC=C(C=C1)Cl (methyl 2-(5-chloro-6-(methylamino)pyridin-3-yloxy)-4-(4-((2-(4-chlorophenyl)-4,4-dimethylcyclohex-1-enyl)methyl)piperazin-1-yl)benzoate), [Li+].[OH-] (LiOH). Solvent: O1CCCC1 (tetrahydrofuran), CO (methanol), ClCCl (dichloromethane), O (water). Conditions: temperature 55 celsius, time 3 hour. Product: ClC=1C=C(C=NC1NC)OC1=C(C(=O)O)C=CC(=C1)N1CCN(CC1)CC1=C(CC(CC1)(C)C)C1=CC=C(C=C1)Cl (2-(5-chloro-6-(methylamino)pyridin-3-yloxy)-4-(4-((2-(4-chlorophenyl)-4,4-dimethylcyclohex-1-enyl)methyl)piperazin-1-yl)benzoic acid). Reaction SMILES: [Cl:1][C:2]1[CH:3]=[C:4]([O:10][C:11]2[CH:20]=[C:19]([N:21]3[CH2:26][CH2:25][N:24]([CH2:27][C:28]4[CH2:33][CH2:32][C:31]([CH3:35])([CH3:34])[CH2:30][C:29]=4[C:36]4[CH:41]=[CH:40][C:39]([Cl:42])=[CH:38][CH:37]=4)[CH2:23][CH2:22]3)[CH:18]=[CH:17][C:12]=2[C:13]([O:15]C)=[O:14])[CH:5]=[N:6][C:7]=1[NH:8][CH3:9].[Li+].[OH-]>O1CCCC1.CO.ClCCl.O>[Cl:1][C:2]1[CH:3]=[C:4]([O:10][C:11]2[CH:20]=[C:19]([N:21]3[CH2:26][CH2:25][N:24]([CH2:27][C:28]4[CH2:33][CH2:32][C:31]([CH3:35])([CH3:34])[CH2:30][C:29]=4[C:36]4[CH:37]=[CH:38][C:39]([Cl:42])=[CH:40][CH:41]=4)[CH2:23][CH2:22]3)[CH:18]=[CH:17][C:12]=2[C:13]([OH:15])=[O:14])[CH:5]=[N:6][C:7]=1[NH:8][CH3:9] |f:1.2|. Procedure: To a solution of EXAMPLE 377G (0.295 g) in tetrahydrofuran (5 mL) and methanol (2 mL) was added 1.0M aqueous LiOH (1.452 mL) and the reaction was heated to 55° C. After stirring for 3 hours, the reaction was cooled, diluted with dichloromethane (75 mL) and water (15 mL) and quenched with 1N aqueous HCl (1.45 mL). The organic layer was separated, washed with brine (15 mL), dried over magnesium sulfate, filtered, and concentrated to provide the title compound. Starting materials: O=C([O-])[O-], CN(C)C=O, [Cs+], [Cs+], CCCI, O, NC(=O)c1[nH]c2ccc(O)cc2c1S(=O)(=O)N1CCOCC1. Yields the product CCCOc1ccc2[nH]c(C(N)=O)c(S(=O)(=O)N3CCOCC3)c2c1. Reaction SMILES: [C:23](=[O:24])([O-:25])[O-:26].[CH3:34][N:35]([CH3:36])[CH:37]=[O:38].[Cs+:27].[Cs+:28].[I:29][CH2:30][CH2:31][CH3:32].[OH2:33].[OH:1][c:2]1[cH:3][c:4]2[c:5]([S:14](=[O:15])(=[O:16])[N:17]3[CH2:18][CH2:19][O:20][CH2:21][CH2:22]3)[c:6]([C:11](=[O:12])[NH2:13])[nH:7][c:8]2[cH:9][cH:10]1>>[O:1]([c:2]1[cH:3][c:4]2[c:5]([S:14](=[O:15])(=[O:16])[N:17]3[CH2:18][CH2:19][O:20][CH2:21][CH2:22]3)[c:6]([C:11](=[O:12])[NH2:13])[nH:7][c:8]2[cH:9][cH:10]1)[CH2:30][CH2:31][CH3:32]. Reaction SMILES: [ClH:45].[F:13][c:14]1[cH:15][cH:16][c:17]([CH:20]([CH2:21][CH2:22][CH2:23][CH2:24][CH2:25][N:26]2[CH2:27][CH2:28][CH:29]([c:32]3[cH:33][c:34]([NH:38][C:39]([CH:40]([CH3:41])[CH3:42])=[O:43])[cH:35][cH:36][cH:37]3)[CH2:30][CH2:31]2)[OH:44])[cH:18][cH:19]1.[F:1][c:2]1[c:3]([OH:12])[cH:4][c:5]([C:8]([F:9])([F:10])[F:11])[cH:6][cH:7]1>>[F:1][c:2]1[c:3]([O:12][CH:20]([c:17]2[cH:16][cH:15][c:14]([F:13])[cH:19][cH:18]2)[CH2:21][CH2:22][CH2:23][CH2:24][CH2:25][N:26]2[CH2:27][CH2:28][CH:29]([c:32]3[cH:33][c:34]([NH:38][C:39]([CH:40]([CH3:41])[CH3:42])=[O:43])[cH:35][cH:36][cH:37]3)[CH2:30][CH2:31]2)[cH:4][c:5]([C:8]([F:9])([F:10])[F:11])[cH:6][cH:7]1. Reactants: Cl, CC(C)C(=O)Nc1cccc(C2CCN(CCCCCC(O)c3ccc(F)cc3)CC2)c1, Oc1cc(C(F)(F)F)ccc1F. Yields the product CC(C)C(=O)Nc1cccc(C2CCN(CCCCCC(Oc3cc(C(F)(F)F)ccc3F)c3ccc(F)cc3)CC2)c1.